Task: describe an organic reaction: reactants, conditions, products, and yield. Dataset: the Open Reaction Database (ORD), a public repository of structured organic reaction records Reactants: ClC=1C=CC=C2C(=CNC12)C=1CCNCC1 (7-Chloro-3-(1,2,3,6-tetrahydropyridin-4-yl)-1H-indole), [H][H] (hydrogen). Reagents/catalysts: [Pt]=O (platinum oxide). Run in C(C)O (ethanol). Product: ClC=1C=CC=C2C(=CNC12)C1CCNCC1 (7-chloro-3-(piperidin-4-yl)-1H-indole). As a reaction SMILES: [Cl:1][C:2]1[CH:3]=[CH:4][CH:5]=[C:6]2[C:10]=1[NH:9][CH:8]=[C:7]2[C:11]1[CH2:12][CH2:13][NH:14][CH2:15][CH:16]=1.[H][H]>[Pt]=O.C(O)C>[Cl:1][C:2]1[CH:3]=[CH:4][CH:5]=[C:6]2[C:10]=1[NH:9][CH:8]=[C:7]2[CH:11]1[CH2:12][CH2:13][NH:14][CH2:15][CH2:16]1. Procedure details: 7-Chloro-3-(1,2,3,6-tetrahydropyridin-4-yl)-1H-indole (2.0 g, 8.62 mmol) and 0.5 g of platinum oxide were added to 100 mL of ethanol and the mixture was shaken under about 50 psi hydrogen at about ambient temperature for about a day. The mixture was filtered and the filtrate concentrated to yield a solid comprising the desired product. Yield 1.64 g (81%) as a yellow solid. FDMS m/e=234 (M+). Starting materials: COC1=CC=C(C=C1)C(NCCC1=CC(=CC=C1)F)C1=CC(=CC=C1)[N+](=O)[O-] (N-[(4-methoxyphenyl)-(3-nitrophenyl)methyl]-N-[2-(3-fluorophenyl)ethyl]amine), [BH4-].[Na+] (sodium borohydride). The reagents and catalysts are O.O.O.O.O.O.[Ni](Cl)Cl (nickel chloride hexahydrate). Solvent: CO (methanol). Yields the product COC1=CC=C(C=C1)C(C=1C=C(C=CC1)N)NCCC1=CC(=CC=C1)F (3-{(4-Methoxyphenyl)-[2-(3-fluorophenyl)ethylamino]methyl}phenylamine). Isolated yield 83.9%. RXN SMILES: [CH3:1][O:2][C:3]1[CH:8]=[CH:7][C:6]([CH:9]([C:20]2[CH:25]=[CH:24][CH:23]=[C:22]([N+:26]([O-])=O)[CH:21]=2)[NH:10][CH2:11][CH2:12][C:13]2[CH:18]=[CH:17][CH:16]=[C:15]([F:19])[CH:14]=2)=[CH:5][CH:4]=1.[BH4-].[Na+]>CO.O.O.O.O.O.O.[Ni](Cl)Cl>[CH3:1][O:2][C:3]1[CH:8]=[CH:7][C:6]([CH:9]([NH:10][CH2:11][CH2:12][C:13]2[CH:18]=[CH:17][CH:16]=[C:15]([F:19])[CH:14]=2)[C:20]2[CH:21]=[C:22]([NH2:26])[CH:23]=[CH:24][CH:25]=2)=[CH:5][CH:4]=1 |f:1.2,4.5.6.7.8.9.10|. Reported procedure: In a similar manner to that described in Example (1b), a solution of N-[(4-methoxyphenyl)-(3-nitrophenyl)methyl]-N-[2-(3-fluorophenyl)ethyl]amine (2.51 g) [prepared as described in step (a) above] in methanol (50 ml), nickel chloride hexahydrate (3.14 g) and sodium borohydride (1.0 g) were reacted, to afford the title compound (1.94 g) as a yellow oil. The reactants are OC1=CC=C2C(=C(N(C2=C1)CC1=CC=CC=C1)C)CC(=O)N (6-hydroxy-2-methyl-1-(phenylmethyl)-1H-indole-3-acetamide), [H-].[Na+] (NaH), BrCCCCC(=O)OCC (ethyl 5-bromovalerate). The product is C(C)OC(CCCCOC1=CC=C2C(=C(N(C2=C1)CC1=CC=CC=C1)C)CC(=O)N)=O (5-[[3-(2-amino-2-oxoethyl)-2-methyl-1-(phenylmethyl)-1H-indol-6-yl]oxy]pentanoic acid ethyl ester). Yield: 710.0%. Reaction SMILES: [OH:1][C:2]1[CH:10]=[C:9]2[C:5]([C:6]([CH2:19][C:20]([NH2:22])=[O:21])=[C:7]([CH3:18])[N:8]2[CH2:11][C:12]2[CH:17]=[CH:16][CH:15]=[CH:14][CH:13]=2)=[CH:4][CH:3]=1.[H-].[Na+].Br[CH2:26][CH2:27][CH2:28][CH2:29][C:30]([O:32][CH2:33][CH3:34])=[O:31]>>[CH2:33]([O:32][C:30](=[O:31])[CH2:29][CH2:28][CH2:27][CH2:26][O:1][C:2]1[CH:10]=[C:9]2[C:5]([C:6]([CH2:19][C:20]([NH2:22])=[O:21])=[C:7]([CH3:18])[N:8]2[CH2:11][C:12]2[CH:17]=[CH:16][CH:15]=[CH:14][CH:13]=2)=[CH:4][CH:3]=1)[CH3:34] |f:1.2|. Procedure details: Using the procedure in Example 33, 147 mg (0.5 mmol) of 6-hydroxy-2-methyl-1-(phenylmethyl)-1H-indole-3-acetamide was reacted with 20 mg (0.5 mmol) of 60% NaH/mineral oil and 0.08 mL (0.05 mmol) of ethyl 5-bromovalerate. After chromatography on silica (eluting first with 50% EtOAc/hexane, then EtOAc) and crystallization from MeOH/CH2Cl2 there was obtained 150 mg (71% yield) of 5-[[3-(2-amino-2-oxoethyl)-2-methyl-1-(phenylmethyl)-1H-indol-6-yl]oxy]pentanoic acid ethyl ester, mp, 123-135° C. Starting materials: COC(=O)c1cn(-c2ccccc2)cc1C, O=C1CCC(=O)N1I, [Na+], [Na+], C1CCOC1, O=S([O-])([O-])=S, Sc1ccccc1. Product: COC(=O)c1cn(-c2ccccc2)c(Sc2ccccc2)c1C. As a reaction SMILES: [CH3:1][c:2]1[c:3]([C:13](=[O:14])[O:15][CH3:16])[cH:4][n:5](-[c:7]2[cH:8][cH:9][cH:10][cH:11][cH:12]2)[cH:6]1.[I:17][N:18]1[C:19](=[O:20])[CH2:21][CH2:22][C:23]1=[O:24].[Na+:37].[Na+:38].[O:39]1[CH2:40][CH2:41][CH2:42][CH2:43]1.[S:32]([O-:33])([O-:34])(=[O:35])=[S:36].[SH:25][c:26]1[cH:27][cH:28][cH:29][cH:30][cH:31]1>>[CH3:1][c:2]1[c:3]([C:13](=[O:14])[O:15][CH3:16])[cH:4][n:5](-[c:7]2[cH:8][cH:9][cH:10][cH:11][cH:12]2)[c:6]1[S:25][c:26]1[cH:27][cH:28][cH:29][cH:30][cH:31]1. Starting materials: C(Cl)Cl (CH2Cl2), CC=1NC2=NC(=C(N=C2C(N1)=O)C)C (2,6,7-trimethylpteridin-4(1H)-one), COC1=CC=C(CCN)C=C1 (4-methoxyphenethylamine), S(=O)(=O)([O-])[O-].[NH4+].[NH4+] (ammonium sulfate). The solvent is O (H2O), C[Si](N[Si](C)(C)C)(C)C (hexamethyldisilazane). Run at temperature 115 celsius, time 45 minute. Yields the product COC1=CC=C(C=C1)CCNC1=NC(=NC2=NC(=C(N=C12)C)C)C ([2-(4-methoxyphenyl)-ethyl]-(2,6,7-trimethylpteridin-4-yl)-amine). As a reaction SMILES: [CH3:1][C:2]1[NH:3][C:4]2[C:9]([C:10](=O)[N:11]=1)=[N:8][C:7]([CH3:13])=[C:6]([CH3:14])[N:5]=2.[CH3:15][O:16][C:17]1[CH:25]=[CH:24][C:20]([CH2:21][CH2:22][NH2:23])=[CH:19][CH:18]=1.S([O-])([O-])(=O)=O.[NH4+].[NH4+].C(Cl)Cl>C[Si](C)(C)N[Si](C)(C)C.O>[CH3:15][O:16][C:17]1[CH:25]=[CH:24][C:20]([CH2:21][CH2:22][NH:23][C:10]2[C:9]3[C:4](=[N:5][C:6]([CH3:14])=[C:7]([CH3:13])[N:8]=3)[N:3]=[C:2]([CH3:1])[N:11]=2)=[CH:19][CH:18]=1 |f:2.3.4|. Procedure: A mixture of 2,6,7-trimethylpteridin-4(1H)-one (1.1 g, 6.0 mmol), 4-methoxyphenethylamine (1.6 g, 11 mmol) and ammonium sulfate (0.56 g, 4.2 mmol) in hexamethyldisilazane (16 mL) was heated at 115° C. for 6 h. After cooling, the majority of solids were dissolved by addition of CH2Cl2 and H2O and the solvents removed in vacuo. The residue was slurried in a mixture of MeOH (5 mL) and H2O (50 mL) and stirred for 45 min. The bronze solid was collected by suction filtration and dried in vacuo at 50° ... Starting materials: BrCC=C (3-Bromoprop-1-ene), ( 2 ), FC(C(=O)N[C@@H](CO)CC(C)C)(F)F ((R)-2,2,2-trifluoro-N-(1-hydroxy-4-methylpentan-2-yl)-acetamide), [H-].[Na+] (Sodium hydride). The solvent is C1CCOC1 (THF). Run at time 3 hour. Yields the product C(C=C)OC[C@@H](CC(C)C)NC(C(F)(F)F)=O ((R)-N-(1-(allyloxy)-4-methylpentan-2-yl)-2,2,2-trifluoroacetamide). Yield: 88.2%. RXN SMILES: [F:1][C:2]([F:14])([F:13])[C:3]([NH:5][C@H:6]([CH2:9][CH:10]([CH3:12])[CH3:11])[CH2:7][OH:8])=[O:4].[H-].[Na+].Br[CH2:18][CH:19]=[CH2:20]>C1COCC1>[CH2:20]([O:8][CH2:7][C@H:6]([NH:5][C:3](=[O:4])[C:2]([F:13])([F:14])[F:1])[CH2:9][CH:10]([CH3:12])[CH3:11])[CH:19]=[CH2:18] |f:1.2|. Procedure details: Step AK (2): (R)-2,2,2-trifluoro-N-(1-hydroxy-4-methylpentan-2-yl)-acetamide (200 mg, 0.94 mmol) was dissolved in THF (5 mL) under nitrogen atmosphere. Sodium hydride (80 mg, 1.9 mmol) was added to the reaction mixture in portions. 3-Bromoprop-1-ene (0.16 mL, 1.9 mmol) was added dropwise to the reaction mixture. The reaction mixture was stirred at rt for 3 h and was extracted with EtOAc. The combined organic phases were washed with water and brine and dried over Na2SO4, filtered and concentrated... Yield: 67.2%. The product is N[C@@H]1CC[C@H](CC1)CNC1=NC(=NC=C1[N+](=O)[O-])NC(CC1=CC=CC=C1)C1=CC=CC=C1 (N4-[(trans-4-aminocyclohexyl)methyl]-N2-(1,2-diphenylethyl)-5-nitropyrimidine-2,4-diamine). As a reaction SMILES: C(OC(=O)[NH:7][CH:8]1[CH2:13][CH2:12][CH:11]([CH2:14][NH:15][C:16]2[C:21]([N+:22]([O-:24])=[O:23])=[CH:20][N:19]=[C:18]([NH:25][CH:26]([C:34]3[CH:39]=[CH:38][CH:37]=[CH:36][CH:35]=3)[CH2:27][C:28]3[CH:33]=[CH:32][CH:31]=[CH:30][CH:29]=3)[N:17]=2)[CH2:10][CH2:9]1)(C)(C)C.Cl>O1CCOCC1>[NH2:7][C@H:8]1[CH2:13][CH2:12][C@H:11]([CH2:14][NH:15][C:16]2[C:21]([N+:22]([O-:24])=[O:23])=[CH:20][N:19]=[C:18]([NH:25][CH:26]([C:34]3[CH:35]=[CH:36][CH:37]=[CH:38][CH:39]=3)[CH2:27][C:28]3[CH:33]=[CH:32][CH:31]=[CH:30][CH:29]=3)[N:17]=2)[CH2:10][CH2:9]1. Reactants: Cl (HCl), solution, C(C)(C)(C)OC(NC1CCC(CC1)CNC1=NC(=NC=C1[N+](=O)[O-])NC(CC1=CC=CC=C1)C1=CC=CC=C1)=O ((4-{[2-(1,2-Diphenyl-ethylamino)-5-nitro-pyrimidin-4-ylamino]-methyl}-cyclohexyl)-carbamic acid tert-butyl ester). Run in O1CCOCC1 (dioxane). Conditions: time 18 hour. Procedure: (4-{[2-(1,2-Diphenyl-ethylamino)-5-nitro-pyrimidin-4-ylamino]-methyl}-cyclohexyl)-carbamic acid tert-butyl ester (105 mg, 0.19 mmol) was dissolved in dioxane (5 mL). An HCl solution (2 mL of a 4M solution) was added. After 18 h, an oil separated from the solvent. The solvent was decanted and the oil was dissolved in water and lyopholized yielding 57 mg of the title compound as a pale yellow solid, m/z 447.3 [M+1]+. The reactants are BrC=1C=CC(=C(CC=2C=CC3=C(NCCO3)C2)C1)Cl (6-(5-bromo-2-chloro-benzyl)-3,4-dihydro-2H-benzo[1,4]oxazine), C([O-])([O-])=O.[K+].[K+] (potassium carbonate), C(C1=CC=CC=C1)Br (benzyl bromide). The solvent is CN(C)C=O (DMF). Run at temperature 50 celsius. Product: C(C1=CC=CC=C1)N1CCOC2=C1C=C(C=C2)CC2=C(C=CC(=C2)Br)Cl (4-benzyl-6-(5-bromo-2-chloro-benzyl)-3,4-dihydro-2H-benzo[1,4]oxazine). Isolated yield 69.0%. RXN SMILES: [Br:1][C:2]1[CH:3]=[CH:4][C:5]([Cl:19])=[C:6]([CH:18]=1)[CH2:7][C:8]1[CH:9]=[CH:10][C:11]2[O:16][CH2:15][CH2:14][NH:13][C:12]=2[CH:17]=1.C(=O)([O-])[O-].[K+].[K+].[CH2:26](Br)[C:27]1[CH:32]=[CH:31][CH:30]=[CH:29][CH:28]=1>CN(C=O)C>[CH2:26]([N:13]1[C:12]2[CH:17]=[C:8]([CH2:7][C:6]3[CH:18]=[C:2]([Br:1])[CH:3]=[CH:4][C:5]=3[Cl:19])[CH:9]=[CH:10][C:11]=2[O:16][CH2:15][CH2:14]1)[C:27]1[CH:32]=[CH:31][CH:30]=[CH:29][CH:28]=1 |f:1.2.3|. Procedure: To a stirred solution of 6-(5-bromo-2-chloro-benzyl)-3,4-dihydro-2H-benzo[1,4]oxazine (8.0 g, 23.66 mmol) in DMF (35 mL) was added potassium carbonate (6.53 g, 36.0 mmol), benzyl bromide (4.33 mL, 35.50 mmol) and heated to 50° C. for 8 h. Reaction mixture was cooled to room temperature, quenched by the addition of water (50 mL), extracted with ethyl acetate (3×20 mL). The organic layer was washed with water (50 mL), brine (50 mL), dried over sodium sulfate, concentrated and purified by silica ge...